From a dataset of the Open Reaction Database (ORD), a public repository of structured organic reaction records. describe an organic reaction: reactants, conditions, products, and yield Starting materials: N[C@H](C(=O)N(C)C(C1=CC=CC=C1)C1=CC=CC=C1)C(C)(C)C ((S)-2-amino-N-benzhydryl-N,3,3-trimethylbutanamide), FC(C=1C=C(C=C(C1)C(F)(F)F)N=C=S)(F)F (3,5-Bis(trifluoromethyl)phenylisothiocyanate). Run in C(Cl)Cl (CH2Cl2). Run at time 2 hour. Product: C(C1=CC=CC=C1)(C1=CC=CC=C1)N(C([C@H](C(C)(C)C)NC(=S)NC1=CC(=CC(=C1)C(F)(F)F)C(F)(F)F)=O)C ((S)—N-benzhydryl-2-(3-(3,5-bis(trifluoromethyl)phenyl)thioureido)-N,3,3-trimethylbutanamide). The yield is 92.0%. RXN SMILES: [NH2:1][C@@H:2]([C:20]([CH3:23])([CH3:22])[CH3:21])[C:3]([N:5]([CH:7]([C:14]1[CH:19]=[CH:18][CH:17]=[CH:16][CH:15]=1)[C:8]1[CH:13]=[CH:12][CH:11]=[CH:10][CH:9]=1)[CH3:6])=[O:4].[F:24][C:25]([F:40])([F:39])[C:26]1[CH:27]=[C:28]([N:36]=[C:37]=[S:38])[CH:29]=[C:30]([C:32]([F:35])([F:34])[F:33])[CH:31]=1>C(Cl)Cl>[CH:7]([N:5]([CH3:6])[C:3](=[O:4])[C@@H:2]([NH:1][C:37]([NH:36][C:28]1[CH:29]=[C:30]([C:32]([F:33])([F:34])[F:35])[CH:31]=[C:26]([C:25]([F:24])([F:39])[F:40])[CH:27]=1)=[S:38])[C:20]([CH3:23])([CH3:22])[CH3:21])([C:14]1[CH:19]=[CH:18][CH:17]=[CH:16][CH:15]=1)[C:8]1[CH:9]=[CH:10][CH:11]=[CH:12][CH:13]=1. Procedure details: A 100-mL round-bottomed flask containing (S)-2-amino-N-benzhydryl-N,3,3-trimethylbutanamide (6b) (2.98 g, 9.60 mmol, 1.0 equiv) was charged with anhydrous CH2Cl2 (30 mL). 3,5-Bis(trifluoromethyl)phenylisothiocyanate (1.75 mL, 9.60 mmol, 1.0 equiv) was added in one portion via syringe. The flask was capped with a plastic stopper, and the reaction mixture was stirred for 2 h at room temperature. The clear, yellow solution was concentrated using a rotary evaporator. The residue was subjected to pur... Starting materials: B, C1CCOC1, CSC, CCOC(C)=O, C=C1COc2ccccc2-c2c(C3CCCCC3)c3ccc(C(=O)OC)cc3n2C1, [Na+], [OH-], OO. Yields the product COC(=O)c1ccc2c(C3CCCCC3)c3n(c2c1)CC(CO)COc1ccccc1-3. RXN SMILES: [BH3:4].[CH2:39]1[O:40][CH2:41][CH2:42][CH2:43]1.[CH3:1][S:2][CH3:3].[CH3:44][CH2:45][O:46][C:47]([CH3:48])=[O:49].[CH:5]1([c:11]2[c:12]3[cH:13][cH:14][c:15]([C:31](=[O:32])[O:33][CH3:34])[cH:16][c:17]3[n:18]3[c:25]2-[c:24]2[c:23]([cH:29][cH:28][cH:27][cH:26]2)[O:22][CH2:21][C:20](=[CH2:30])[CH2:19]3)[CH2:6][CH2:7][CH2:8][CH2:9][CH2:10]1.[Na+:36].[OH-:35].[OH:37][OH:38]>>[CH:5]1([c:11]2[c:12]3[cH:13][cH:14][c:15]([C:31](=[O:32])[O:33][CH3:34])[cH:16][c:17]3[n:18]3[c:25]2-[c:24]2[c:23]([cH:29][cH:28][cH:27][cH:26]2)[O:22][CH2:21][CH:20]([CH2:30][OH:35])[CH2:19]3)[CH2:6][CH2:7][CH2:8][CH2:9][CH2:10]1. The reactants are ClC1=C(N=NC(=C1)Cl)C(=O)OCC (ethyl 4,6-dichloropyridazine-3-carboxylate), FC=1C=CC(=NC1C(C)C)N (5-fluoro-6-isopropylpyridin-2-amine). Solvent: C(C)#N (acetonitrile). Conditions: temperature 130 celsius. Product: ClC1=CC(=C(N=N1)C(=O)OCC)NC1=NC(=C(C=C1)F)C(C)C (Ethyl 6-chloro-4-(5-fluoro-6-isopropylpyridin-2-ylamino)pyridazine-3-carboxylate). RXN SMILES: Cl[C:2]1[CH:7]=[C:6]([Cl:8])[N:5]=[N:4][C:3]=1[C:9]([O:11][CH2:12][CH3:13])=[O:10].[F:14][C:15]1[CH:16]=[CH:17][C:18]([NH2:24])=[N:19][C:20]=1[CH:21]([CH3:23])[CH3:22]>C(#N)C>[Cl:8][C:6]1[N:5]=[N:4][C:3]([C:9]([O:11][CH2:12][CH3:13])=[O:10])=[C:2]([NH:24][C:18]2[CH:17]=[CH:16][C:15]([F:14])=[C:20]([CH:21]([CH3:23])[CH3:22])[N:19]=2)[CH:7]=1. Reported procedure: To a solution of ethyl 4,6-dichloropyridazine-3-carboxylate (674 mg, 3.05 mmol) in acetonitrile (10 mL) was added 5-fluoro-6-isopropylpyridin-2-amine (470 mg, 3.05 mmol) and heated at 130° C. in a sealed tube for 18 h. Upon completion, the mixture was concentrated on to silica gel and purified by chromatography (silica. 10% to 33% EtOAc in hexanes) to give recovered aniline (300 mg) and ethyl 6-chloro-4-(5-fluoro-6-isopropylpyridin-2-ylamino)pyridazine-3-carboxylate (150 mg, 22%). 1H NMR (400 MH... The reactants are [Br-], C[Mg+], [Cl-], COc1cc(N)cc(OC)c1C(C)=O, [NH4+], C1CCOC1, O. RXN SMILES: [Br-:1].[CH3:2][Mg+:3].[Cl-:18].[NH2:4][c:5]1[cH:6][c:7]([O:16][CH3:17])[c:8]([C:13]([CH3:14])=[O:15])[c:9]([O:11][CH3:12])[cH:10]1.[NH4+:19].[O:20]1[CH2:21][CH2:22][CH2:23][CH2:24]1.[OH2:25]>>[CH3:2][C:13]([c:8]1[c:7]([O:16][CH3:17])[cH:6][c:5]([NH2:4])[cH:10][c:9]1[O:11][CH3:12])([CH3:14])[OH:15]. Yields the product COc1cc(N)cc(OC)c1C(C)(C)O. The reactants are [F-].[K+] (KF), solution, [Sn](C)(C)(C)Cl (Me3SnCl), CN1C=CC=C1 (N-methylpyrrole), CN(C)CCN(C)C (TMEDA), [Li]CCCC (n-BuLi), hexanes, CCOCC (Et2O). The reagents and catalysts are Cl[Pd]([P](C1=CC=CC=C1)(C2=CC=CC=C2)C3=CC=CC=C3)([P](C4=CC=CC=C4)(C5=CC=CC=C5)C6=CC=CC=C6)Cl (Pd(PPh3)2Cl2). Solvent: C(C)(=O)OCC (ethyl acetate), C1CCOC1 (THF), O1CCOCC1 (dioxane). Run at temperature -78 celsius, time 30 minute. Product: CN1C(=CC=C1)C=1C=C(C=O)C=CC1 (3-(1-methyl-1H-pyrrol-2-yl)benzaldehyde). Yield: 24.0%. As a reaction SMILES: [CH3:1][N:2]1[CH:6]=[CH:5][CH:4]=[CH:3]1.CN([CH2:10][CH2:11]N(C)C)C.[Li][CH2:16][CH2:17][CH2:18][CH3:19].[Sn](Cl)(C)(C)C.[F-].[K+].C[CH2:28][O:29]CC>C1COCC1.Cl[Pd](Cl)([P](C1C=CC=CC=1)(C1C=CC=CC=1)C1C=CC=CC=1)[P](C1C=CC=CC=1)(C1C=CC=CC=1)C1C=CC=CC=1.C(OCC)(=O)C.O1CCOCC1>[CH3:1][N:2]1[CH:6]=[CH:5][CH:4]=[C:3]1[C:16]1[CH:17]=[C:18]([CH:19]=[CH:10][CH:11]=1)[CH:28]=[O:29] |f:4.5,^1:39,58|. Procedure details: To solution of N-methylpyrrole (0.97 mL, 11 mmol) in Et2O (20 mL) was added neat TMEDA (1.5 mL, 10 mmol) and 1.6 M n-BuLi in hexanes (6.3 mL, 10 mmol). The solution was heated to reflux under N2 for 1 h and then cooled to −78° C. A 1.0 M solution of Me3SnCl in THF was added over 15 min, and the resulting solution stirred for 30 min at −78° C. After warming to room temperature, 3-bromo-henzaldehyde (0.70 mL, 6.0 mmol), Pd(PPh3)2Cl2 (0.25 g, 0.35 mmol) and dioxane (10 mL) were added. The slurry wa... The reactants are C(C)C(CNC(CC#N)=O)CCCC (N-(2-ethylhexyl)cyanoacetamide), CC(CC(C)=O)=O (2,4-pentanedione), N1CCCCC1 (piperidine). The solvent is 2-B-ethanol. The product is C(C)C(CN1C(C(=C(C=C1C)C)C#N)=O)CCCC (1-(2-ethylhexyl)-3-cyano-4,6-dimethylpyrid-2-one). Yield: 60.0%. As a reaction SMILES: [CH2:1]([CH:3]([CH2:11][CH2:12][CH2:13][CH3:14])[CH2:4][NH:5][C:6](=[O:10])[CH2:7][C:8]#[N:9])[CH3:2].[CH3:15][C:16](=O)[CH2:17][C:18](=O)[CH3:19].N1CCCCC1>>[CH2:1]([CH:3]([CH2:11][CH2:12][CH2:13][CH3:14])[CH2:4][N:5]1[C:16]([CH3:15])=[CH:17][C:18]([CH3:19])=[C:7]([C:8]#[N:9])[C:6]1=[O:10])[CH3:2]. Procedure details: A mixture of N-(2-ethylhexyl)cyanoacetamide (201.5 g., 1.0 mole), 2,4-pentanedione (100 g., 1.0 mole), piperidine (10 g.) and 2-B-ethanol 300 ml. is refluxed for 24 hours, cooled to room temperature and the solid precipitate is collected by filtration to give 155 g. (60% yield), mp. 84°-89° C. The solid when recrystallized from petroleum ether/benzene has a mp. 89°-90° C. The reactants are [Br-], CS(C)=O, CCCCC, ClP(Cl)(Cl)(Cl)Cl, O=C1NS(=O)(=O)c2ccc(Cl)cc21, Clc1ccccc1Cl, Cl, [K+]. The product is O=S1(=O)N=C(Cl)c2cc(Cl)ccc21. As a reaction SMILES: [Br-:21].[CH3:31][S:32]([CH3:33])=[O:34].[CH3:35][CH2:36][CH2:37][CH2:38][CH3:39].[Cl:14][P:15]([Cl:16])([Cl:17])([Cl:18])[Cl:19].[Cl:1][c:2]1[cH:3][cH:4][c:5]2[c:6]([cH:13]1)[C:7](=[O:12])[NH:8][S:9]2(=[O:10])=[O:11].[Cl:23][c:24]1[cH:25][cH:26][cH:27][cH:28][c:29]1[Cl:30].[ClH:20].[K+:22]>>[Cl:1][c:2]1[cH:3][cH:4][c:5]2[c:6]([cH:13]1)[C:7]([Cl:14])=[N:8][S:9]2(=[O:10])=[O:11].